Dataset: the Open Reaction Database (ORD), a public repository of structured organic reaction records. Task: describe an organic reaction: reactants, conditions, products, and yield Starting materials: CC(CCO)(C)O (3-methyl-1,3-butanediol), P(O)(O)(O)=O (phosphoric acid), II (iodine). Yields the product CC(CCO)=C (3-methyl-3-butene-1-ol), C=CC(C)=C (isoprene). Reaction SMILES: [CH3:1][C:2](O)([CH3:6])[CH2:3][CH2:4][OH:5].P(=O)(O)(O)O.II>>[CH3:6][C:2](=[CH2:1])[CH2:3][CH2:4][OH:5].[CH2:4]=[CH:3][C:2](=[CH2:1])[CH3:6]. Procedure: A process consisting of dehydration of 3-methyl-1,3-butanediol under heating in the presence of phosphoric acid or iodine gives 3-methyl-3-butene-1-ol with a yield of 35% and isoprene with a yield of 30-35% (Bulletin de la Societe Chimique de France 1964 pp800-804). Reactants: Cl.Cl.Cl.NCCCNCCCCNC(C(O)NC(CCCCCCNC(=N)N)=O)=O (N-[4-(3-aminopropyl)aminobutyl]-2-(7-guanidinoheptanamido)-2-hydroxyethanamide trihydrochloride), Sephadex, N(C(=N)N)CCCCCCC(=O)NCl (7-guanidinoheptanamido hydrochloride), Cl.Cl.NCCCNCCCCNC(C(O)O)=O (N-[4-(3-aminopropyl)aminobutyl]-2,2-dihydroxyethanamide dihydrochloride), C(CCCC(=O)O)(=O)O (glutaric acid). Run in O (water), O (water). Reaction conditions: temperature 60 celsius. Product: NCCCNCCCCNC(C(O)NC(CCCCCCNC(=N)N)=O)=O (N-[4-(3-aminopropyl)aminobutyl]-2-(7-guanidinoheptanamido)-2-hydroxyethanamide). The yield is 39.0%. As a reaction SMILES: N(CCCCCCC(NCl)=O)C(N)=N.Cl.Cl.NCCCNCCCCNC(=O)C(O)O.C(O)(=O)CCCC(O)=O.Cl.Cl.Cl.[NH2:44][CH2:45][CH2:46][CH2:47][NH:48][CH2:49][CH2:50][CH2:51][CH2:52][NH:53][C:54](=[O:70])[CH:55]([NH:57][C:58](=[O:69])[CH2:59][CH2:60][CH2:61][CH2:62][CH2:63][CH2:64][NH:65][C:66]([NH2:68])=[NH:67])[OH:56]>O>[NH2:44][CH2:45][CH2:46][CH2:47][NH:48][CH2:49][CH2:50][CH2:51][CH2:52][NH:53][C:54](=[O:70])[CH:55]([NH:57][C:58](=[O:69])[CH2:59][CH2:60][CH2:61][CH2:62][CH2:63][CH2:64][NH:65][C:66]([NH2:68])=[NH:67])[OH:56] |f:1.2.3,5.6.7.8|. Procedure: A mixture of 360 mg (1.62 mmoles) of 7-guanidinoheptanamido hydrochloride, 568 mg (1.94 mmoles) of N-[4-(3-aminopropyl)aminobutyl]-2,2-dihydroxyethanamide dihydrochloride obtained in Example 4, 214 mg (1.62 mmoles) of glutaric acid, and 0.36 ml of water was heated at 60° C. for 24 hours. After completion of the reaction, 5 ml of water was added to to the reaction mixture, then passed through a column (20 mm inner diameter) packed with 150 ml of CM-Sephadex® C-25 (Na-type), and fractionated by th... Reactants: ClC1=CN=CC(=N1)N[C@@H](C)C1=CC=CC=C1 (6-chloro-N-[(1S)-1-phenylethyl]pyrazin-2-amine), CC1(OB(OC1(C)C)C1=CC=C(N)C=C1)C (4-(4,4,5,5-tetramethyl-1,3,2-dioxaborolan-2-yl) aniline), C(=O)([O-])[O-].[Na+].[Na+] (Na2CO3). The reagents and catalysts are C=1C=CC(=CC1)[P](C=2C=CC=CC2)(C=3C=CC=CC3)[Pd]([P](C=4C=CC=CC4)(C=5C=CC=CC5)C=6C=CC=CC6)([P](C=7C=CC=CC7)(C=8C=CC=CC8)C=9C=CC=CC9)[P](C=1C=CC=CC1)(C=1C=CC=CC1)C=1C=CC=CC1 ((PPh3)4Pd). Solvent: O (water), C1(=CC=CC=C1)C (toluene). Product: NC1=CC=C(C=C1)C1=CN=CC(=N1)N[C@@H](C)C1=CC=CC=C1 (6-(4-Aminophenyl)-N-[(1S)-1-phenylethyl]pyrazin-2-amine). RXN SMILES: Cl[C:2]1[N:7]=[C:6]([NH:8][C@H:9]([C:11]2[CH:16]=[CH:15][CH:14]=[CH:13][CH:12]=2)[CH3:10])[CH:5]=[N:4][CH:3]=1.CC1(C)C(C)(C)OB([C:25]2[CH:31]=[CH:30][C:28]([NH2:29])=[CH:27][CH:26]=2)O1.C([O-])([O-])=O.[Na+].[Na+]>C1(C)C=CC=CC=1.O.C1C=CC([P]([Pd]([P](C2C=CC=CC=2)(C2C=CC=CC=2)C2C=CC=CC=2)([P](C2C=CC=CC=2)(C2C=CC=CC=2)C2C=CC=CC=2)[P](C2C=CC=CC=2)(C2C=CC=CC=2)C2C=CC=CC=2)(C2C=CC=CC=2)C2C=CC=CC=2)=CC=1>[NH2:29][C:28]1[CH:30]=[CH:31][C:25]([C:2]2[N:7]=[C:6]([NH:8][C@H:9]([C:11]3[CH:16]=[CH:15][CH:14]=[CH:13][CH:12]=3)[CH3:10])[CH:5]=[N:4][CH:3]=2)=[CH:26][CH:27]=1 |f:2.3.4,^1:50,52,71,90|. Reported procedure: A mixture of 6-chloro-N-[(1S)-1-phenylethyl]pyrazin-2-amine (1.10 g, 4.71 mmol), 4-(4,4,5,5-tetramethyl-1,3,2-dioxaborolan-2-yl) aniline (1.10 g, 5.02 mmol), (PPh3)4Pd (580 mg, 0.5 mmol) and a Na2CO3 solution (2.6 ml, 2M solution) in toluene (20 ml) was heated under reflux for 40 h. Upon cooling, the mixture was diluted with water (30 mL) and the product extracted with ethyl acetate (3×40 ml). The organic layers were combined, washed with brine (30 ml), dried (Na2SO4), and the solvent removed in... Starting materials: CCOC(=O)C#CC(=O)OCC, CCO, Nc1ccc(O)c(=O)cc1. The product is CCOC(=O)C=C(Nc1ccc(O)c(=O)cc1)C(=O)OCC. RXN SMILES: [C:1](#[C:2][C:3](=[O:4])[O:5][CH2:6][CH3:7])[C:8](=[O:9])[O:10][CH2:11][CH3:12].[CH3:23][CH2:24][OH:25].[NH2:13][c:14]1[cH:15][cH:16][c:17]([OH:22])[c:18](=[O:21])[cH:19][cH:20]1>>[CH:1](=[C:2]([C:3](=[O:4])[O:5][CH2:6][CH3:7])[NH:13][c:14]1[cH:15][cH:16][c:17]([OH:22])[c:18](=[O:21])[cH:19][cH:20]1)[C:8](=[O:9])[O:10][CH2:11][CH3:12]. Starting materials: [BH3-]C#N.[Na+] (NaBH3CN), C(=O)(O)[O-].[Na+] (NaHCO3), Cl.NC=1C=C(C=NC1)C=1C=C2CCC(N(C2=CC1)C)=O (6-(5-amino-pyridin-3-yl)-1-methyl-3,4-dihydro-1H-quinolin-2-one hydrochloride), CC(=O)O (AcOH), [Si](C)(C)(C(C)(C)C)OCC=O (2-(tert-butyldimethylsilyloxy)acetaldehyde). Solvent: CCOC(=O)C (EtOAc), C1CCOC1 (THF), CO (MeOH). Reaction conditions: time 1 hour. Product: C(C)(C)(C)[Si](OCCNC=1C=C(C=NC1)C=1C=C2CCC(N(C2=CC1)C)=O)(C)C (6-{5-[2-(tert-Butyl-dimethyl-silanyloxy)-ethylamino]-pyridin-3-yl}-1-methyl-3,4-dihydro-1H-quinolin-2-one). Isolated yield 68.1%. Reaction SMILES: Cl.[NH2:2][C:3]1[CH:4]=[C:5]([C:9]2[CH:10]=[C:11]3[C:16](=[CH:17][CH:18]=2)[N:15]([CH3:19])[C:14](=[O:20])[CH2:13][CH2:12]3)[CH:6]=[N:7][CH:8]=1.CC(O)=O.[Si:25]([O:32][CH2:33][CH:34]=O)([C:28]([CH3:31])([CH3:30])[CH3:29])([CH3:27])[CH3:26].[BH3-]C#N.[Na+].C([O-])(O)=O.[Na+]>CO.C1COCC1.CCOC(C)=O>[C:28]([Si:25]([CH3:27])([CH3:26])[O:32][CH2:33][CH2:34][NH:2][C:3]1[CH:4]=[C:5]([C:9]2[CH:10]=[C:11]3[C:16](=[CH:17][CH:18]=2)[N:15]([CH3:19])[C:14](=[O:20])[CH2:13][CH2:12]3)[CH:6]=[N:7][CH:8]=1)([CH3:31])([CH3:30])[CH3:29] |f:0.1,4.5,6.7|. Procedure details: To a solution of 6-(5-amino-pyridin-3-yl)-1-methyl-3,4-dihydro-1H-quinolin-2-one hydrochloride (intermediate A-2, 0.062 g, 0.214 mmol) in MeOH (1.5 mL) was added AcOH (0.154 g, 2.57 mmol), followed by 2-(tert-butyldimethylsilyloxy)acetaldehyde (0.039 g, 0.225 mmol) and the reaction mixture was stirred at room temperature for 1 h. Then, NaBH3CN (0.027 g, 0.428 mmol) in THF (0.6 mL) was added to the reaction mixture and stirring at room temperature was continued for 2 h. The mixture was diluted wi...